Dataset: the Open Reaction Database (ORD), a public repository of structured organic reaction records. Task: describe an organic reaction: reactants, conditions, products, and yield The reactants are CC(C)(C)C(NC(=O)c1cc2ccccc2[nH]1)C(=O)N1CC2CC1CN2C(=O)c1ccc(Br)cn1, O=C([O-])[O-], CN(C)c1ccc(B(O)O)cc1, Cc1ccccc1, CCO, [K+], [K+], O, c1ccc(P(c2ccccc2)(c2ccccc2)[Pd](P(c2ccccc2)(c2ccccc2)c2ccccc2)(P(c2ccccc2)(c2ccccc2)c2ccccc2)P(c2ccccc2)(c2ccccc2)c2ccccc2)cc1. Product: CN(C)c1ccc(-c2ccc(C(=O)N3CC4CC3CN4C(=O)C(NC(=O)c3cc4ccccc4[nH]3)C(C)(C)C)nc2)cc1. As a reaction SMILES: [Br:1][c:2]1[cH:3][cH:4][c:5]([C:8](=[O:9])[N:10]2[CH:11]3[CH2:12][N:13]([C:17](=[O:18])[CH:19]([C:20]([CH3:21])([CH3:22])[CH3:23])[NH:24][C:25](=[O:26])[c:27]4[nH:28][c:29]5[cH:30][cH:31][cH:32][cH:33][c:34]5[cH:35]4)[CH:14]([CH2:15]2)[CH2:16]3)[n:6][cH:7]1.[C:48](=[O:49])([O-:50])[O-:51].[CH3:36][N:37]([c:38]1[cH:39][cH:40][c:41]([B:44]([OH:45])[OH:46])[cH:42][cH:43]1)[CH3:47].[CH3:55][c:56]1[cH:57][cH:58][cH:59][cH:60][cH:61]1.[CH3:62][CH2:63][OH:64].[K+:52].[K+:53].[OH2:54].[cH:65]1[cH:66][cH:67][c:68]([P:69]([Pd:70]([P:71]([c:72]2[cH:73][cH:74][cH:75][cH:76][cH:77]2)([c:78]2[cH:79][cH:80][cH:81][cH:82][cH:83]2)[c:84]2[cH:85][cH:86][cH:87][cH:88][cH:89]2)([P:90]([c:91]2[cH:92][cH:93][cH:94][cH:95][cH:96]2)([c:97]2[cH:98][cH:99][cH:100][cH:101][cH:102]2)[c:103]2[cH:104][cH:105][cH:106][cH:107][cH:108]2)[P:109]([c:110]2[cH:111][cH:112][cH:113][cH:114][cH:115]2)([c:116]2[cH:117][cH:118][cH:119][cH:120][cH:121]2)[c:122]2[cH:123][cH:124][cH:125][cH:126][cH:127]2)([c:128]2[cH:129][cH:130][cH:131][cH:132][cH:133]2)[c:134]2[cH:135][cH:136][cH:137][cH:138][cH:139]2)[cH:140][cH:141]1>>[c:2]1(-[c:41]2[cH:40][cH:39][c:38]([N:37]([CH3:36])[CH3:47])[cH:43][cH:42]2)[cH:3][cH:4][c:5]([C:8](=[O:9])[N:10]2[CH:11]3[CH2:12][N:13]([C:17](=[O:18])[CH:19]([C:20]([CH3:21])([CH3:22])[CH3:23])[NH:24][C:25](=[O:26])[c:27]4[nH:28][c:29]5[cH:30][cH:31][cH:32][cH:33][c:34]5[cH:35]4)[CH:14]([CH2:15]2)[CH2:16]3)[n:6][cH:7]1. The reactants are CN(C)c1ccncc1, O=C(Cl)C1CC1, COc1ccc(NC(=O)c2cccc(C(C)(C)C#N)c2)cc1Oc1ccc2nc(N)sc2c1, c1ccncc1. The product is COc1ccc(NC(=O)c2cccc(C(C)(C)C#N)c2)cc1Oc1ccc2nc(NC(=O)C3CC3)sc2c1. RXN SMILES: [CH3:40][N:41]([CH3:42])[c:43]1[cH:44][cH:45][n:46][cH:47][cH:48]1.[CH:34]1([C:37](=[O:38])[Cl:39])[CH2:35][CH2:36]1.[NH2:1][c:2]1[s:3][c:4]2[c:5]([n:6]1)[cH:7][cH:8][c:9]([O:11][c:12]1[cH:13][c:14]([NH:20][C:21]([c:22]3[cH:23][c:24]([C:28]([CH3:29])([CH3:30])[C:31]#[N:32])[cH:25][cH:26][cH:27]3)=[O:33])[cH:15][cH:16][c:17]1[O:18][CH3:19])[cH:10]2.[cH:49]1[cH:50][cH:51][n:52][cH:53][cH:54]1>>[NH:1]([c:2]1[s:3][c:4]2[c:5]([n:6]1)[cH:7][cH:8][c:9]([O:11][c:12]1[cH:13][c:14]([NH:20][C:21]([c:22]3[cH:23][c:24]([C:28]([CH3:29])([CH3:30])[C:31]#[N:32])[cH:25][cH:26][cH:27]3)=[O:33])[cH:15][cH:16][c:17]1[O:18][CH3:19])[cH:10]2)[C:37]([CH:34]1[CH2:35][CH2:36]1)=[O:38]. Reactants: CCOC(C)=O, CO, Clc1cccc(Nc2ncnc3[nH]nc(N=Cc4ccc(-c5cccnc5)cc4)c23)c1, [Na+], [Na+], O=S(=O)([O-])[O-], O. The product is Clc1cccc(Nc2ncnc3[nH]nc(NCc4ccc(-c5cccnc5)cc4)c23)c1. Reaction SMILES: [CH3:32][CH2:33][O:34][C:35](=[O:36])[CH3:37].[CH3:45][OH:46].[Cl:1][c:2]1[cH:3][c:4]([NH:8][c:9]2[c:10]3[c:11]([n:12][cH:13][n:14]2)[nH:15][n:16][c:17]3[N:18]=[CH:19][c:20]2[cH:21][cH:22][c:23](-[c:26]3[cH:27][n:28][cH:29][cH:30][cH:31]3)[cH:24][cH:25]2)[cH:5][cH:6][cH:7]1.[Na+:38].[Na+:39].[O-:40][S:41]([O-:42])(=[O:43])=[O:44].[OH2:47]>>[Cl:1][c:2]1[cH:3][c:4]([NH:8][c:9]2[c:10]3[c:11]([n:12][cH:13][n:14]2)[nH:15][n:16][c:17]3[NH:18][CH2:19][c:20]2[cH:21][cH:22][c:23](-[c:26]3[cH:27][n:28][cH:29][cH:30][cH:31]3)[cH:24][cH:25]2)[cH:5][cH:6][cH:7]1. Starting materials: [N+](=O)(O)[O-] (nitric acid), [N+](=O)([O-])[O-] (nitrate), [Ba] (barium), [Cr](=O)(=O)(O)O (chromic acid), [OH-].[Sr+2].[OH-] (strontium hydroxide). The product is [N+](=O)([O-])[O-].[Sr+2].[N+](=O)([O-])[O-] (strontium nitrate). As a reaction SMILES: [N+:1]([O-:4])([OH:3])=[O:2].[Cr](O)(O)(=O)=O.[OH-].[Sr+2:11].[OH-].[N+:13]([O-:16])([O-:15])=[O:14].[Ba]>>[N+:1]([O-:4])([O-:3])=[O:2].[Sr+2:11].[N+:13]([O-:16])([O-:15])=[O:14] |f:2.3.4,7.8.9|. Procedure: In addition, the following method for purifying strontium nitrate is disclosed in U.S. Pat. No. 3,065,052: an aqueous solution of strontium nitrate containing barium impurities is prepared, this solution is gradually adjusted to at least the neutral range with nitric acid, the adjusted solution is mixed with a chromic acid solution to produce a strongly acidic solution, a strontium hydroxide solution is gradually added to the resulting solution containing a nitrate and an acid to adjust the pH t...